This data is from the Open Reaction Database (ORD), a public repository of structured organic reaction records. The task is: describe an organic reaction: reactants, conditions, products, and yield The reactants are NCCC1=CNC=N1 (Histamine), XXVI, NC=1C(=NC(=C(N1)C(F)(F)F)Br)C(=O)O (3-amino-6-bromo-5-trifluoromethyl-pyrazine-2-carboxylic acid), NC=1C(=NC(=C(N1)C(F)(F)F)Br)C(=O)O (3-amino-6-bromo-5-trifluoromethyl-pyrazine-2-carboxylic acid), N1C(=NC=C1)C(CN)C (2-(1H-imidazol-2-yl)propan-1-amine), NCCC1=CNC=N1 (Racemic histamine). The product is N1C(=NC=C1)C(CNC(=O)C1=NC(=C(N=C1N)C(F)(F)F)Br)C (N-(2-(1H-imidazol-2-yl)propyl)-3-amino-6-bromo-5-(trifluoromethyl)pyrazine-2-carboxamide). RXN SMILES: [NH2:1][C:2]1[C:3]([C:13]([OH:15])=O)=[N:4][C:5]([Br:12])=[C:6]([C:8]([F:11])([F:10])[F:9])[N:7]=1.[NH:16]1[CH:20]=[CH:19][N:18]=[C:17]1[CH:21]([CH3:24])[CH2:22][NH2:23].NCCC1N=CNC=1>>[NH:16]1[CH:20]=[CH:19][N:18]=[C:17]1[CH:21]([CH3:24])[CH2:22][NH:23][C:13]([C:3]1[C:2]([NH2:1])=[N:7][C:6]([C:8]([F:9])([F:10])[F:11])=[C:5]([Br:12])[N:4]=1)=[O:15]. Reported procedure: The title compound was prepared from 3-amino-6-bromo-5-trifluoromethyl-pyrazine-2-carboxylic acid (Intermediate C) and 2-(1H-imidazol-2-yl)propan-1-amine (prepared according to the procedure of Steffens, Robert; Schunack, Walter. Histamine analogs, XXVI. Racemic histamine H1-agonists. Archiv der Pharmazie (Weinheim, Germany) (1984), 317(9), 771-6; 1H NMR (400 MHz, DMSO-d6) δ 11.8 (1H, s), 9.0 (1H, t), 8.1 (2H, s), 7.0 (1H, s), 6.8 (1H, s), 3.55 (2H, m), 3.15 (1H, m), 1.2 (3H, d). LC-MS [M+H]+ 39... Reactants: [K].C1(=CC=CC=C1)C=1C=CC(NN1)=O (6-phenyl-3(2H)-pyridazinone potassium salt), C1(=CC=CC=C1)C=1C=CC(NN1)=O (6-phenyl-3(2H)-pyridazinone), [OH-].[K+] (KOH), CO (methanol), BrCCO (2-bromoethanol), [OH-].[K+] (KOH). The reagents and catalysts are CCCC[N+](CCCC)(CCCC)CCCC.[Br-] (TBAB). The solvent is C1(=CC=CC=C1)C (toluene). Conditions: time 6 hour. Product: OCCN1N=C(C=CC1=O)C1=CC=CC=C1 (2-(2-Hydroxyethyl)-6-phenyl-3(2H)-pyridazinone). Isolated yield 87.9%. As a reaction SMILES: [K].[C:2]1([C:8]2[CH:9]=[CH:10][C:11](=[O:14])[NH:12][N:13]=2)[CH:7]=[CH:6][CH:5]=[CH:4][CH:3]=1.C1(C2C=[CH:23][C:24](=[O:27])NN=2)C=CC=CC=1.[OH-].[K+].CO.BrCCO>CCCC[N+](CCCC)(CCCC)CCCC.[Br-].C1(C)C=CC=CC=1>[OH:27][CH2:24][CH2:23][N:12]1[C:11](=[O:14])[CH:10]=[CH:9][C:8]([C:2]2[CH:3]=[CH:4][CH:5]=[CH:6][CH:7]=2)=[N:13]1 |f:0.1,3.4,7.8,^1:0|. Reported procedure: A mixture of 6-phenyl-3(2H)-pyridazinone potassium salt (10 mmol) (prepared from 6-phenyl-3(2H)-pyridazinone (1.72 g; 10 mmol) and KOH in methanol (0.56 g; 10 mmol), 2-bromoethanol (12 mmol), TBAB (1.19 g; 4 mmol) and atomised KOH (11 mmol) in toluene (60 mL) was stirred at room temperature for 6 hours. The reaction mixture was filtered, the filtrate was washed successively with 5% NaOH solution, 10% HCl solution and lastly water. The organic extracts were dried over anhydrous Na2SO4 and concent...